From a dataset of the Open Reaction Database (ORD), a public repository of structured organic reaction records. describe an organic reaction: reactants, conditions, products, and yield Starting materials: CC(=O)Oc1cc(C(=O)c2ccc(OCC(C)C)cc2OCC(C)C)ccc1OCC(C)C, CCO, ClC(Cl)Cl, Cl, [Na+], [OH-], O. The product is CC(C)COc1ccc(C(=O)c2ccc(OCC(C)C)c(O)c2)c(OCC(C)C)c1. As a reaction SMILES: [C:1](=[O:2])([CH3:3])[O:4][c:5]1[c:6]([O:29][CH2:30][CH:31]([CH3:32])[CH3:33])[cH:7][cH:8][c:9]([C:11]([c:12]2[c:13]([O:23][CH2:24][CH:25]([CH3:26])[CH3:27])[cH:14][c:15]([O:18][CH2:19][CH:20]([CH3:21])[CH3:22])[cH:16][cH:17]2)=[O:28])[cH:10]1.[CH3:38][CH2:39][OH:40].[CH:41]([Cl:42])([Cl:43])[Cl:44].[ClH:37].[Na+:35].[OH-:34].[OH2:36]>>[OH:4][c:5]1[c:6]([O:29][CH2:30][CH:31]([CH3:32])[CH3:33])[cH:7][cH:8][c:9]([C:11]([c:12]2[c:13]([O:23][CH2:24][CH:25]([CH3:26])[CH3:27])[cH:14][c:15]([O:18][CH2:19][CH:20]([CH3:21])[CH3:22])[cH:16][cH:17]2)=[O:28])[cH:10]1. Reactants: ClC=1C=C(C=CC1OC(C)C)C1=NC(=NO1)C=1C=C2C=CNC2=CC1 (5-(5-{3-Chloro-4-[(1-methylethyl)oxy]phenyl}-1,2,4-oxadiazol-3-yl)-1H-indole), C1CC(=O)N(C1=O)Cl (NCS). The solvent is C(Cl)Cl (DCM), C(Cl)Cl (DCM). Run at time 8 hour. Yields the product ClC1=CNC2=CC=C(C=C12)C1=NOC(=N1)C1=CC(=C(C=C1)OC(C)C)Cl (3-Chloro-5-(5-{3-chloro-4-[(1-methylethyl)oxy]phenyl}-1,2,4-oxadiazol-3-yl)-1H-indole). The yield is 12.8%. RXN SMILES: [Cl:1][C:2]1[CH:3]=[C:4]([C:12]2[O:16][N:15]=[C:14]([C:17]3[CH:18]=[C:19]4[C:23](=[CH:24][CH:25]=3)[NH:22][CH:21]=[CH:20]4)[N:13]=2)[CH:5]=[CH:6][C:7]=1[O:8][CH:9]([CH3:11])[CH3:10].C1C(=O)N([Cl:33])C(=O)C1>C(Cl)Cl>[Cl:33][C:20]1[C:19]2[C:23](=[CH:24][CH:25]=[C:17]([C:14]3[N:13]=[C:12]([C:4]4[CH:5]=[CH:6][C:7]([O:8][CH:9]([CH3:11])[CH3:10])=[C:2]([Cl:1])[CH:3]=4)[O:16][N:15]=3)[CH:18]=2)[NH:22][CH:21]=1. Procedure details: D5 (300 mg) and NCS (113 mg) were dissolved in DCM (4.2 ml) and stirred overnight at room temperature. The reaction mixture was then diluted with DCM and washed with H2O. The aqueous solution was extracted with two further portions of DCM and the combined organic solutions were evaporated to dryness. The crude product was triturated with methanol to give the title compound (42 mg) as a brown solid. The methanol was then evaporated and the resultant brown solid triturated with DCM to give a secon...